This data is from the Open Reaction Database (ORD), a public repository of structured organic reaction records. The task is: describe an organic reaction: reactants, conditions, products, and yield Starting materials: FC(C1=CC2=C(SC(=C2)C(=O)O)C=C1)(F)F (5-(trifluoromethyl)benzo[b]thiophene-2-carboxylic acid), C(CCCCCCCCCCC)N (laurylamine). The solvent is COC(C)(C)C (tert-butyl methyl ether). Conditions: time 1 hour. Product: FC(C1=CC2=C(SC(=C2)C(=O)[O-])C=C1)(F)F.C(CCCCCCCCCCC)[NH3+] (laurylammonium 5-(trifluoromethyl)benzo[b]thiophene-2-carboxylate). Yield: 102.3%. As a reaction SMILES: [F:1][C:2]([F:16])([F:15])[C:3]1[CH:14]=[CH:13][C:6]2[S:7][C:8]([C:10]([OH:12])=[O:11])=[CH:9][C:5]=2[CH:4]=1.[CH2:17]([NH2:29])[CH2:18][CH2:19][CH2:20][CH2:21][CH2:22][CH2:23][CH2:24][CH2:25][CH2:26][CH2:27][CH3:28]>COC(C)(C)C>[F:16][C:2]([F:1])([F:15])[C:3]1[CH:14]=[CH:13][C:6]2[S:7][C:8]([C:10]([O-:12])=[O:11])=[CH:9][C:5]=2[CH:4]=1.[CH2:17]([NH3+:29])[CH2:18][CH2:19][CH2:20][CH2:21][CH2:22][CH2:23][CH2:24][CH2:25][CH2:26][CH2:27][CH3:28] |f:3.4|. Reported procedure: A mixture of 300 mg of 5-(trifluoromethyl)benzo[b]thiophene-2-carboxylic acid, 238 mg of laurylamine and 10 ml of tert-butyl methyl ether was stirred at room temperature for 1 hour. The reaction mixture was concentrated under reduced pressure to obtain 538 mg of laurylammonium 5-(trifluoromethyl)benzo[b]thiophene-2-carboxylate (hereinafter referred to as “the present compounds 8”). Starting materials: NC1=C2C(=NC=N1)N(N=C2C2=CC=C(C=C2)OC2=C(C=CC=C2)F)C2CN(CCC2)C(=O)OC(C)(C)C (tert-butyl 3-[4-amino-3-[4-(2-fluorophenoxy)phenyl]-1H-pyrazolo[3,4-d]pyrimidin-1-yl]piperidine-1-carboxylate), FC(C(=O)O)(F)F.FC(C(=O)O)(F)F.FC1=C(OC2=CC=C(C=C2)C2=NN(C3=NC=NC(=C32)N)C[C@@H]3NCCC3)C=CC=C1F (3-[4-(2,3-difluorophenoxy)phenyl]-1-[(2R)-pyrrolidin-2-ylmethyl]-1H-pyrazolo[3,4-d]pyrimidin-4-amine bis(trifluoroacetic acid)). Solvent: ClCCl (dichloromethane). Reaction conditions: time 8 hour. Product: FC1=C(OC2=CC=C(C=C2)C2=NN(C3=NC=NC(=C32)N)C3CNCCC3)C=CC=C1 (3-[4-(2-fluorophenoxy)phenyl]-1-(piperidin-3-yl)-1H-pyrazolo[3,4-d]pyrimidin-4-amine). The yield is 61.8%. As a reaction SMILES: [NH2:1][C:2]1[N:7]=[CH:6][N:5]=[C:4]2[N:8]([CH:25]3[CH2:30][CH2:29][CH2:28][N:27](C(OC(C)(C)C)=O)[CH2:26]3)[N:9]=[C:10]([C:11]3[CH:16]=[CH:15][C:14]([O:17][C:18]4[CH:23]=[CH:22][CH:21]=[CH:20][C:19]=4[F:24])=[CH:13][CH:12]=3)[C:3]=12.FC(F)(F)C(O)=O.FC(F)(F)C(O)=O.FC1C(F)=CC=CC=1OC1C=CC(C2C3C(=NC=NC=3N)N(C[C@H]3CCCN3)N=2)=CC=1>ClCCl>[F:24][C:19]1[CH:20]=[CH:21][CH:22]=[CH:23][C:18]=1[O:17][C:14]1[CH:13]=[CH:12][C:11]([C:10]2[C:3]3[C:4](=[N:5][CH:6]=[N:7][C:2]=3[NH2:1])[N:8]([CH:25]3[CH2:30][CH2:29][CH2:28][NH:27][CH2:26]3)[N:9]=2)=[CH:16][CH:15]=1 |f:1.2.3|. Procedure: Into a 100 mL, round-bottom flask purged and maintained under an inert atmosphere of nitrogen, was placed a solution of tert-butyl 3-[4-amino-3-[4-(2-fluorophenoxy)phenyl]-1H-pyrazolo[3,4-d]pyrimidin-1-yl]piperidine-1-carboxylate (200 mg, 0.40 mmol, 1.00 equiv) in dichloromethane (20 mL), and trifluoroacetic acid (10 g, 87.70 mmol, 221.25 equiv). The resulting solution was stirred overnight at room temperature and then concentrated under vacuum. The pH value of the solution was adjusted to 8-10 ...